describe an organic reaction: reactants, conditions, products, and yield From a dataset of the Open Reaction Database (ORD), a public repository of structured organic reaction records. Starting materials: N1CCCCC1 (piperidine), C(CC#N)#N (malononitrile), C1(=CC=CC2=CC=CC=C12)O (1-Naphthol), BrC=1C=C(C=O)C=C(C1OC)OC (3-bromo-4,5-dimethoxybenzaldehyde). Run in O (water), C(C)O (ethanol). Reaction conditions: temperature 80 celsius. Product: pure solids, NC=1OC2=C3C(=CC=C2C(C1C#N)C1=CC(=C(C(=C1)OC)OC)Br)C=CC=C3 (2-Amino-4-(3-bromo-4,5-dimethoxy-phenyl)-4H-benzo[h]chromene-3-carbonitrile). Yield: 90.0%. RXN SMILES: [C:1]1([OH:11])[C:10]2[C:5](=[CH:6][CH:7]=[CH:8][CH:9]=2)[CH:4]=[CH:3][CH:2]=1.[Br:12][C:13]1[CH:14]=[C:15]([CH:18]=[C:19]([O:23][CH3:24])[C:20]=1[O:21][CH3:22])[CH:16]=O.[C:25](#[N:29])[CH2:26][C:27]#[N:28].N1CCCCC1>C(O)C.O>[NH2:29][C:25]1[O:11][C:1]2[C:2]([CH:16]([C:15]3[CH:18]=[C:19]([O:23][CH3:24])[C:20]([O:21][CH3:22])=[C:13]([Br:12])[CH:14]=3)[C:26]=1[C:27]#[N:28])=[CH:3][CH:4]=[C:5]1[CH:6]=[CH:7][CH:8]=[CH:9][C:10]=21. Reported procedure: 1-Naphthol (170 mg, 1.2 mmol), 3-bromo-4,5-dimethoxybenzaldehyde (245 mg, 1 mmol) and malononitrile (66 mg, 1 mmol) were taken in 7 ml ethanol at room temperature, charged with piperidine (50 μl) and then stirred at 80° C. under LC-MS (Liquid chromatography-mass spectrometry) control till the reaction was complete. The reaction mixture was cooled down to room temperature and diluted with water to about 15 ml drop wise addition. The mixture was stirred at room temperature for about 1 h. Thus form... Starting materials: C(#N)CP(OCC)(OCC)=O (Diethyl cyanomethylphosphonate), FC=1N(C=C(N1)C=O)C(C1=CC=CC=C1)(C1=CC=CC=C1)C1=CC=CC=C1 (2-fluoro-4-formyl-1-triphenylmethylimidazole), [H-].[Na+] (sodium hydride), CN(C)C=O (DMF). The solvent is C(OC)COC (dimethoxyethane). Yields the product C(#N)C=CC=1N=C(N(C1)C(C1=CC=CC=C1)(C1=CC=CC=C1)C1=CC=CC=C1)F (4-(2-cyanovinyl)-2-fluoro-1-triphenylmethyl imidazole). Procedure: Examples 15 and 16: Diethyl cyanomethylphosphonate was converted to its anion with sodium hydride in dimethoxyethane solution. An equal volume of DMF was added, followed by 2-fluoro-4-formyl-1-triphenylmethylimidazole. Reaction at room temperature gave 4-(2-cyanovinyl)-2-fluoro-1-triphenylmethyl imidazole. A suspension of this in MeOH was reduced by magnesium turnings to give 4-(2-cyanoethyl)-2-fluoro-1-triphenylmethylimidazole, having the following n.m.r. spectrum in CDCl3 : 2.71 (t, 4H); 6.42 ... RXN SMILES: [C:1]([CH2:3]P(=O)(OCC)OCC)#[N:2].[H-].[Na+].CN(C=O)C.[F:19][C:20]1[N:21]([C:27]([C:40]2[CH:45]=[CH:44][CH:43]=[CH:42][CH:41]=2)([C:34]2[CH:39]=[CH:38][CH:37]=[CH:36][CH:35]=2)[C:28]2[CH:33]=[CH:32][CH:31]=[CH:30][CH:29]=2)[CH:22]=[C:23]([CH:25]=O)[N:24]=1>C(COC)OC>[C:1]([CH:3]=[CH:25][C:23]1[N:24]=[C:20]([F:19])[N:21]([C:27]([C:40]2[CH:45]=[CH:44][CH:43]=[CH:42][CH:41]=2)([C:34]2[CH:39]=[CH:38][CH:37]=[CH:36][CH:35]=2)[C:28]2[CH:33]=[CH:32][CH:31]=[CH:30][CH:29]=2)[CH:22]=1)#[N:2] |f:1.2|. The reactants are Cl (hydrochloric acid), C(#C)C1CCC(CC1)C1CCC(CC1)C1=CC=C(C=C1)CCC (4-ethynyl-4′-(4-propylphenyl)bicyclohexyl), CI (methyl iodide), [Li]CCCC (n-BuLi). Solvent: O (Water), C1CCOC1 (THF). Reaction conditions: time 3 hour. The product is C(CC)C1=CC=C(C=C1)C1CCC(CC1)C1CCC(CC1)C#CC (4′-(4-propylphenyl)-4-prop-1-ynylbicyclohexyl). Reaction SMILES: [C:1]([CH:3]1[CH2:8][CH2:7][CH:6]([CH:9]2[CH2:14][CH2:13][CH:12]([C:15]3[CH:20]=[CH:19][C:18]([CH2:21][CH2:22][CH3:23])=[CH:17][CH:16]=3)[CH2:11][CH2:10]2)[CH2:5][CH2:4]1)#[CH:2].[Li][CH2:25]CCC.CI.Cl>C1COCC1.O>[CH2:21]([C:18]1[CH:19]=[CH:20][C:15]([CH:12]2[CH2:13][CH2:14][CH:9]([CH:6]3[CH2:5][CH2:4][CH:3]([C:1]#[C:2][CH3:25])[CH2:8][CH2:7]3)[CH2:10][CH2:11]2)=[CH:16][CH:17]=1)[CH2:22][CH3:23]. Reported procedure: 3.5 g (11.3 mmol) of 4-ethynyl-4′-(4-propylphenyl)bicyclohexyl are initially introduced in 30 ml of THF at −20° C., and 8.6 ml (13.6 mmol) of n-BuLi (15% soln. in hexane) are added dropwise. After 1 h at this temperature, 0.85 ml (13.6 mmol) of methyl iodide is metered in, and the batch is left in the cooling bath to thaw for 3 h. Water and dil. hydrochloric acid are added, and the mixture is extracted a number of times with MTBE. The combined organic phases are washed with water and sat. sodium... Reactants: NC=1SC=C(C1C#N)OCC (2-amino-3-cyano-4-ethoxythiophene), C(=O)O (formic acid), C(C)(=O)OC(C)=O (acetic anhydride). The solvent is O (water). Run at temperature 50 celsius, time 4 hour. The product is C(=O)NC=1SC=C(C1C#N)OCC (2-formylamino-3-cyano-4-ethoxythiophene), C(CCCC)O (pentanol). RXN SMILES: [CH:1](O)=[O:2].C(O[C:8](=[O:10])[CH3:9])(=O)C.[NH2:11][C:12]1[S:13][CH:14]=[C:15]([O:19][CH2:20][CH3:21])[C:16]=1[C:17]#[N:18]>O>[CH:1]([NH:11][C:12]1[S:13][CH:14]=[C:15]([O:19][CH2:20][CH3:21])[C:16]=1[C:17]#[N:18])=[O:2].[CH2:8]([OH:10])[CH2:9][CH2:14][CH2:15][CH3:16]. Reported procedure: 200 parts of formic acid are added dropwise to 500 parts of acetic anhydride at room temperature, and 168 parts of 2-amino-3-cyano-4-ethoxythiophene are introduced after 2 hours. The mixture is stirred for 4 hours at 50° C., after which 1000 parts of water are run into the hot mixture. The mixture is cooled and the product is then filtered off under suction, washed with water and dried. 174 parts of 2-formylamino-3-cyano-4-ethoxythiophene of melting point 191°-192° C. (from pentanol) are obtaine... The reactants are BrC1=CC(=C(C=C1)I)OC (4-bromo-1-iodo-2-methoxybenzene), CC1(C2=C(C(=CC=C2)P(C3=CC=CC=C3)C4=CC=CC=C4)OC5=C(C=CC=C51)P(C6=CC=CC=C6)C7=CC=CC=C7)C (XantPhos), N1(CCNCC1)C(=O)OC(C)(C)C (tert-butyl piperazine-1-carboxylate), CC(C)([O-])C.[Na+] (sodium tert-butoxide). Procedure: 4-bromo-1-iodo-2-methoxybenzene (647 mg, 2.07 mmol), tert-butyl piperazine-1-carboxylate (350 mg, 1.88 mmol), sodium tert-butoxide (541 mg, 5.6 mmol), Pd2(dba)3 (52 mg, 0.056 mmol) and XantPhos (98 mg, 0.17 mmol) were taken up in toluene (18 mL) under Ar. The reaction mixture was stirred for 18 h and was then heated to 45° C. After an additional 2.5 h, the temperature was increased to 65° C. After an additional 3 h, the reaction mixture was cooled and partitioned between water and EtOAc. The pha... RXN SMILES: [Br:1][C:2]1[CH:7]=[CH:6][C:5](I)=[C:4]([O:9][CH3:10])[CH:3]=1.[N:11]1([C:17]([O:19][C:20]([CH3:23])([CH3:22])[CH3:21])=[O:18])[CH2:16][CH2:15][NH:14][CH2:13][CH2:12]1.CC(C)([O-])C.[Na+].CC1(C)C2C(=C(P(C3C=CC=CC=3)C3C=CC=CC=3)C=CC=2)OC2C(P(C3C=CC=CC=3)C3C=CC=CC=3)=CC=CC1=2>C1(C)C=CC=CC=1.C1C=CC(/C=C/C(/C=C/C2C=CC=CC=2)=O)=CC=1.C1C=CC(/C=C/C(/C=C/C2C=CC=CC=2)=O)=CC=1.C1C=CC(/C=C/C(/C=C/C2C=CC=CC=2)=O)=CC=1.[Pd].[Pd]>[Br:1][C:2]1[CH:7]=[CH:6][C:5]([N:14]2[CH2:13][CH2:12][N:11]([C:17]([O:19][C:20]([CH3:23])([CH3:22])[CH3:21])=[O:18])[CH2:16][CH2:15]2)=[C:4]([O:9][CH3:10])[CH:3]=1 |f:2.3,6.7.8.9.10|. Conditions: temperature 45 celsius, time 18 hour. The solvent is C1(=CC=CC=C1)C (toluene). Reagents/catalysts: C=1C=CC(=CC1)/C=C/C(=O)/C=C/C2=CC=CC=C2.C=1C=CC(=CC1)/C=C/C(=O)/C=C/C2=CC=CC=C2.C=1C=CC(=CC1)/C=C/C(=O)/C=C/C2=CC=CC=C2.[Pd].[Pd] (Pd2(dba)3). Product: BrC1=CC(=C(C=C1)N1CCN(CC1)C(=O)OC(C)(C)C)OC (tert-butyl 4-(4-bromo-2-methoxyphenyl)piperazine-1-carboxylate). Reactants: C(#N)[BH3-].[Na+] (sodium cyanoborohydride), NCCC1=C(NC2=CC=C(C=C12)C(C(=O)N1C2CCC1CC2)(C)C)C2=CC(=CC(=C2)C)C (2-[3-(2-aminoethyl)-2-(3,5-dimethylphenyl)-1H-indol-5-yl]-1-(7-aza-bicyclo[2.2.1]hept-7-yl)-2-methylpropan-1-one), S(=O)(=O)([O-])[O-].[Mg+2] (magnesium sulfate), N1=CC(=CC=C1)CC=O (pyridin-3-yl-acetaldehyde). Solvent: CO (methanol), C(Cl)(Cl)Cl (chloroform), CO (methanol), C(C)(=O)O (acetic acid). Conditions: time 6 minute. Yields the product C12CCC(CC1)N2C(C(C)(C)C=2C=C1C(=C(NC1=CC2)C2=CC(=CC(=C2)C)C)CCNCCC=2C=NC=CC2)=O (1-(7-Aza-bicyclo[2.2.1]hept-7-yl)-2-{2-(3,5-dimethylphenyl)-3-[2-(2-pyridin-3-yl-ethylamino)-ethyl]-1H-indol-5-yl)-2-methylpropan-1-one). Yield: 51.8%. RXN SMILES: [NH2:1][CH2:2][CH2:3][C:4]1[C:12]2[C:7](=[CH:8][CH:9]=[C:10]([C:13]([CH3:24])([CH3:23])[C:14]([N:16]3[CH:20]4[CH2:21][CH2:22][CH:17]3[CH2:18][CH2:19]4)=[O:15])[CH:11]=2)[NH:6][C:5]=1[C:25]1[CH:30]=[C:29]([CH3:31])[CH:28]=[C:27]([CH3:32])[CH:26]=1.S([O-])([O-])(=O)=O.[Mg+2].[N:39]1[CH:44]=[CH:43][CH:42]=[C:41]([CH2:45][CH:46]=O)[CH:40]=1.C([BH3-])#N.[Na+]>C(Cl)(Cl)Cl.CO.C(O)(=O)C>[CH:17]12[N:16]([C:14](=[O:15])[C:13]([C:10]3[CH:11]=[C:12]4[C:7](=[CH:8][CH:9]=3)[NH:6][C:5]([C:25]3[CH:30]=[C:29]([CH3:31])[CH:28]=[C:27]([CH3:32])[CH:26]=3)=[C:4]4[CH2:3][CH2:2][NH:1][CH2:46][CH2:45][C:41]3[CH:40]=[N:39][CH:44]=[CH:43][CH:42]=3)([CH3:24])[CH3:23])[CH:20]([CH2:19][CH2:18]1)[CH2:21][CH2:22]2 |f:1.2,4.5|. Procedure details: To a solution of 2-[3-(2-aminoethyl)-2-(3,5-dimethylphenyl)-1H-indol-5-yl]-1-(7-aza-bicyclo[2.2.1]hept-7-yl)-2-methylpropan-1-one (183 mg in 10 mL dry chloroform) at 0° C. was added 305 mg magnesium sulfate followed by a solution of 100 mg pyridin-3-yl-acetaldehyde in 1.0 mL chloroform and the mixture stirred at low temperature. After 6 minutes, a solution of 52 mg sodium cyanoborohydride in 0.80 mL methanol was added and the pH djusted to pH6 by the addition of 10% acetic acid in methanol. Afte... Yields the product CC1(OCC(O1)C2C(=C(C(=O)O2)O)O)C (5,6-O-isopropylidene-L-ascorbic acid). Reported procedure: In 400 ml of pure water was suspended 43.2 g of 5,6-O-isopropylidene-L-ascorbic acid, and 40 g of calcium carbonate was added. The mixture was cooled and 80 ml of 30% aqueous hydrogen peroxide was added dropwise while maintaining the temperature at 10° C. or below. Thereafter, the temperature was raised to 20° C. over a period of an hour, followed by stirring at the same temperature for 2 hours and at 30° to 35° C. for 30 minutes. To the reaction mixture were portionwise added 8 g of activated c... Starting materials: [CH2-]C(=O)C.O=C[C@@H](O)CO ((S)-glyceraldehyde acetonide), imine, [CH2-]C(=O)C (acetonide), COC1=C(CN=C([CH2-])C)C=CC(=C1)OC.O=C[C@@H](O)CO ((S)-glyceraldehyde acetonide 2,4-dimethoxybenzylimine). RXN SMILES: [CH2-:1][C:2]([CH3:4])=O.[O:5]=[CH:6][C@H:7]([CH2:9][OH:10])[OH:8].[CH2-]C(C)=O.COC1C=C(OC)C=CC=1CN=C(C)[CH2-].[O:30]=[CH:31][C@H:32]([CH2:34][OH:35])[OH:33]>>[CH3:1][C:2]1([CH3:4])[O:8][CH:7]([CH:9]2[O:10][C:31](=[O:30])[C:32]([OH:33])=[C:34]2[OH:35])[CH2:6][O:5]1 |f:0.1,3.4|.